The task is: describe an organic reaction: reactants, conditions, products, and yield. This data is from the Open Reaction Database (ORD), a public repository of structured organic reaction records. The reactants are solution, C[O-].[Na+] (sodium methoxide), CO (methanol), C(CCC)OC(=O)C=1C(=C2C(=C(N1)C#C[Si](C)(C)C)SC=C2)O (4-hydroxy-7-trimethylsilanylethynyl-thieno[2,3-c]pyridine-5-carboxylic acid butyl ester), NCC(=O)O (glycine). Run at time 18 hour. Product: C(#C)C=1N=C(C(=C2C1SC=C2)O)C(=O)NCC(=O)O ([(7-Ethynyl-4-hydroxy-thieno[2,3-c]pyridine-5-carbonyl)-amino]-acetic acid). The yield is 101.4%. Reaction SMILES: C(O[C:6]([C:8]1[C:9]([OH:23])=[C:10]2[CH:22]=[CH:21][S:20][C:11]2=[C:12]([C:14]#[C:15][Si](C)(C)C)[N:13]=1)=[O:7])CCC.C[O-].[Na+].CO.[NH2:29][CH2:30][C:31]([OH:33])=[O:32]>>[C:14]([C:12]1[N:13]=[C:8]([C:6]([NH:29][CH2:30][C:31]([OH:33])=[O:32])=[O:7])[C:9]([OH:23])=[C:10]2[CH:22]=[CH:21][S:20][C:11]=12)#[CH:15] |f:1.2|. Procedure: A mixture of 4-hydroxy-7-trimethylsilanylethynyl-thieno[2,3-c]pyridine-5-carboxylic acid butyl ester (70 mg, 0.2 mmol) and a 0.5 M solution of sodium methoxide in methanol (10 ml, 5 mmol) was refluxed with stirring for 1 h before glycine (375 mg, 5 mmol) was added. Refluxing and stirring was continued for 18 h before the mixture was concentrated in vacuo. The residue was dissolved in water (20 ml), and the pH of the solution was adjusted to 2-3 by addition of 6 N aqueous HCl. The resulting suspe... Yields the product COc1cccc(C(=O)c2ccc(NC3CCN(S(C)(=O)=O)CC3)nc2N)c1. Reaction SMILES: [CH3:19][S:20](=[O:21])(=[O:22])[N:23]1[CH2:24][CH2:25][CH:26]([NH2:29])[CH2:27][CH2:28]1.[NH2:1][c:2]1[n:3][c:4]([Cl:18])[cH:5][cH:6][c:7]1[C:8](=[O:9])[c:10]1[cH:11][c:12]([O:16][CH3:17])[cH:13][cH:14][cH:15]1>>[NH2:1][c:2]1[n:3][c:4]([NH:29][CH:26]2[CH2:25][CH2:24][N:23]([S:20]([CH3:19])(=[O:21])=[O:22])[CH2:28][CH2:27]2)[cH:5][cH:6][c:7]1[C:8](=[O:9])[c:10]1[cH:11][c:12]([O:16][CH3:17])[cH:13][cH:14][cH:15]1. Starting materials: CS(=O)(=O)N1CCC(N)CC1, COc1cccc(C(=O)c2ccc(Cl)nc2N)c1. Reactants: CCOC(=O)C=Cc1cnn(Cc2ccc(OCc3nc(-c4ccccc4)oc3C)cc2)c1, CCO, Cl, [Na+], C1CCOC1, [OH-]. The product is Cc1oc(-c2ccccc2)nc1COc1ccc(Cn2cc(C=CC(=O)O)cn2)cc1. As a reaction SMILES: [CH2:1]([CH3:2])[O:3][C:4]([CH:5]=[CH:6][c:7]1[cH:8][n:9][n:10]([CH2:12][c:13]2[cH:14][cH:15][c:16]([O:19][CH2:20][c:21]3[n:22][c:23](-[c:27]4[cH:28][cH:29][cH:30][cH:31][cH:32]4)[o:24][c:25]3[CH3:26])[cH:17][cH:18]2)[cH:11]1)=[O:33].[CH3:36][CH2:37][OH:38].[ClH:39].[Na+:35].[O:40]1[CH2:41][CH2:42][CH2:43][CH2:44]1.[OH-:34]>>[O:3]=[C:4]([CH:5]=[CH:6][c:7]1[cH:8][n:9][n:10]([CH2:12][c:13]2[cH:14][cH:15][c:16]([O:19][CH2:20][c:21]3[n:22][c:23](-[c:27]4[cH:28][cH:29][cH:30][cH:31][cH:32]4)[o:24][c:25]3[CH3:26])[cH:17][cH:18]2)[cH:11]1)[OH:33]. Reactants: FC1=CN=C2C=3C(C(N(CC13)[C@@H](C(=O)O)C(C)C)=O)=CN2 ((R)-2-(6-fluoro-3-oxopyrrolo[4,3,2-de][2,6]naphthyridin-4(1H,3H,5H)-yl)-3-methylbutanoic acid), FC1(CC(CC1)N)F (3,3-difluorocyclopentanamine), C=1C=CC2=C(C1)N=NN2O (HOBt), C(CCl)Cl (EDC). The reagents and catalysts are CN(C1=CC=NC=C1)C (N,N-dimethylpyridin-4-amine). The solvent is CN(C)C=O (DMF). The product is FC1(CC(CC1)NC([C@@H](C(C)C)N1CC=2C(=CN=C3C2C(C1=O)=CN3)F)=O)F ((2R)—N-(3,3-difluorocyclopentyl)-2-(6-fluoro-3-oxopyrrolo[4,3,2-de][2,6]naphthyridin-4(1H,3H,5H)-yl)-3-methylbutanamide). Isolated yield 39.8%. Reaction SMILES: [F:1][C:2]1[C:11]2[CH2:10][N:9]([C@H:12]([CH:16]([CH3:18])[CH3:17])[C:13](O)=[O:14])[C:8](=[O:19])[C:7]3=[CH:20][NH:21][C:5]([C:6]=23)=[N:4][CH:3]=1.[F:22][C:23]1([F:29])[CH2:27][CH2:26][CH:25]([NH2:28])[CH2:24]1.C1C=CC2N(O)N=NC=2C=1.C(Cl)CCl>CN(C)C1C=CN=CC=1.CN(C=O)C>[F:22][C:23]1([F:29])[CH2:27][CH2:26][CH:25]([NH:28][C:13](=[O:14])[C@H:12]([N:9]2[C:8](=[O:19])[C:7]3=[CH:20][NH:21][C:5]4[C:6]3=[C:11]([C:2]([F:1])=[CH:3][N:4]=4)[CH2:10]2)[CH:16]([CH3:17])[CH3:18])[CH2:24]1. Reported procedure: To an 8 mL scintillation vial equipped for stirring was added (R)-2-(6-fluoro-3-oxopyrrolo[4,3,2-de][2,6]naphthyridin-4(1H,3H,5H)-yl)-3-methylbutanoic acid (15 mg, 0.051 mmol) under nitrogen. DMF (0.5 mL), 3,3-difluorocyclopentanamine (11.2 mg, 0.051 mmol), HOBt (11.83 mg, 0.077 mmol), EDC (14.81 mg, 0.077 mmol) and N,N-dimethylpyridin-4-amine (9.44 mg, 0.077 mmol) were added and the solution was stirred at 25° C. for 4 h. The reaction mixture was purified via preparative mass trigger LC-MS (AcC... Reactants: [H-].[Na+] (Sodium hydride), C(C)(=O)OCC (ethyl acetate), N1N=CN=C1 (1,2,4-triazole), FC1=C(C=CC(=C1)F)C(CCl)(O)C=1SC2=C(N1)C=CC(=C2)C#N (1-(2,4-difluorophenyl)-1-(6-cyanobenzothiazol-2-yl)-2-chloro-ethanol). Reported procedure: Sodium hydride (440 mg) was suspended in dimethylformamide (10 ml), and 1,2,4-triazole (948 mg) was added to the suspension, to which a solution of 1-(2,4-difluorophenyl)-1-(6-cyanobenzothiazol-2-yl)-2-chloro-ethanol (1.49 g) in dimethylformamide (10 ml) was added. The mixture was heated at 60° C. for 4 hours. After the liquid reaction mixture was cooled to room temperature, ethyl acetate and water were added thereto. An organic layer separated was washed three times with water and then dried ov... Isolated yield 71.8%. Solvent: O (water), CN(C=O)C (dimethylformamide), CN(C=O)C (dimethylformamide). Reaction conditions: temperature 60 celsius. Yields the product FC1=C(C=CC(=C1)F)C(CN1N=CN=C1)(O)C=1SC2=C(N1)C=CC(=C2)C#N (1-(2,4-difluorophenyl)-1-(6-cyanobenzothiazol-2-yl)-2-(1H-1,2,4-triazol-1-yl)-ethanol). RXN SMILES: [H-].[Na+].[NH:3]1[CH:7]=[N:6][CH:5]=[N:4]1.[F:8][C:9]1[CH:14]=[C:13]([F:15])[CH:12]=[CH:11][C:10]=1[C:16]([C:20]1[S:21][C:22]2[CH:28]=[C:27]([C:29]#[N:30])[CH:26]=[CH:25][C:23]=2[N:24]=1)([OH:19])[CH2:17]Cl.C(OCC)(=O)C>CN(C)C=O.O>[F:8][C:9]1[CH:14]=[C:13]([F:15])[CH:12]=[CH:11][C:10]=1[C:16]([C:20]1[S:21][C:22]2[CH:28]=[C:27]([C:29]#[N:30])[CH:26]=[CH:25][C:23]=2[N:24]=1)([OH:19])[CH2:17][N:3]1[CH:7]=[N:6][CH:5]=[N:4]1 |f:0.1|.